Task: describe an organic reaction: reactants, conditions, products, and yield. Dataset: the Open Reaction Database (ORD), a public repository of structured organic reaction records The reactants are NC1=C(N=C(S1)SC(C)(C)C)C1=CC=CC=C1 (5-amino-2-(tert-butylsulfanyl)-4-phenylthiazole), OO (hydrogen peroxide). Run in C(C)(=O)O (acetic acid). Product: NC1=C(N=C(S1)S(=O)C(C)(C)C)C1=CC=CC=C1 (5-amino-2-(tert-butylsulfinyl)-4-phenylthiazole). Reaction SMILES: [NH2:1][C:2]1[S:6][C:5]([S:7][C:8]([CH3:11])([CH3:10])[CH3:9])=[N:4][C:3]=1[C:12]1[CH:17]=[CH:16][CH:15]=[CH:14][CH:13]=1.[OH:18]O>C(O)(=O)C>[NH2:1][C:2]1[S:6][C:5]([S:7]([C:8]([CH3:11])([CH3:9])[CH3:10])=[O:18])=[N:4][C:3]=1[C:12]1[CH:17]=[CH:16][CH:15]=[CH:14][CH:13]=1. Procedure details: To 5-amino-2-(tert-butylsulfanyl)-4-phenylthiazole (102 mg, 385 μmol) in acetic acid (5.0 ml) was added aqueous hydrogen peroxide (218 μl, 30% wt, 1.9 mmol) dropwise at ambient temperature. After 5 hr the mixture was partitioned between dichloromethane (50 ml) and water (50 ml). The aqueous phase was separated and extracted with dichloromethane (20 ml). The combined organic phases were washed with saturated aqueous sodium bicarbonate, dried over sodium sulfate, filtered and concentrated in vacuo...